describe an organic reaction: reactants, conditions, products, and yield From a dataset of the Open Reaction Database (ORD), a public repository of structured organic reaction records. Starting materials: C(C)(=O)O (acetic acid), FC(C(F)F)(OC=1C=C(C=CC1)C(C)=O)F (1-[3-(1,1,2,2-tetrafluoroethoxy)phenyl]ethanone), BrBr (bromine). Run in C(Cl)Cl (DCM), C(C)OCC (diethyl ether). Conditions: temperature 25 celsius, time 3 hour. The product is BrCC(=O)C1=CC(=CC=C1)OC(C(F)F)(F)F (2-Bromo-1-[3-(1,1,2,2-tetrafluoroethoxy)phenyl]ethanone). The yield is 61.5%. Reaction SMILES: [F:1][C:2]([F:16])([O:6][C:7]1[CH:8]=[C:9]([C:13](=[O:15])[CH3:14])[CH:10]=[CH:11][CH:12]=1)[CH:3]([F:5])[F:4].C(O)(=O)C.[Br:21]Br>C(OCC)C.C(Cl)Cl>[Br:21][CH2:14][C:13]([C:9]1[CH:10]=[CH:11][CH:12]=[C:7]([O:6][C:2]([F:16])([F:1])[CH:3]([F:4])[F:5])[CH:8]=1)=[O:15]. Procedure: 1-[3-(1,1,2,2-tetrafluoroethoxy)phenyl]ethanone (6.1 g, 25.8 mmol) was dissolved in diethyl ether (36.9 mL), and acetic acid (44.4 mL, 775 mmol) was added, followed by bromine (1.397 mL, 27.1 mmol). The reaction was stirred at 25° C. for 3 hours, then was diluted with DCM and extracted with saturated sodium bicarbonate solution. The combined organic layers were dried with anhydrous MgSO4, filtered, and concentrated. The crude product was purified on a silica gel column with a 340 g cartridge, us... Starting materials: CNC1=Nc2ccccc2C(c2ccccc2)=NC1, CC(=O)OC(C)=O, O=NCl, [Na], c1ccncc1. The product is O=NCNC1=Nc2ccccc2C(c2ccccc2)=NC1. As a reaction SMILES: [CH3:1][NH:2][C:3]1=[N:4][c:5]2[c:6]([cH:16][cH:17][cH:18][cH:19]2)[C:7]([c:10]2[cH:11][cH:12][cH:13][cH:14][cH:15]2)=[N:8][CH2:9]1.[CH3:30][C:31]([O:32][C:33](=[O:34])[CH3:35])=[O:36].[N:21](=[O:22])[Cl:23].[Na:20].[cH:24]1[cH:25][cH:26][n:27][cH:28][cH:29]1>>[CH2:1]([NH:2][C:3]1=[N:4][c:5]2[c:6]([cH:16][cH:17][cH:18][cH:19]2)[C:7]([c:10]2[cH:11][cH:12][cH:13][cH:14][cH:15]2)=[N:8][CH2:9]1)[N:21]=[O:22].